Dataset: the Open Reaction Database (ORD), a public repository of structured organic reaction records. Task: describe an organic reaction: reactants, conditions, products, and yield Starting materials: COC=1C(=CC(=C(C(=O)O)C1)C)[N+](=O)[O-] (5-methoxy-2-methyl-4-nitrobenzoic acid), S(=O)(Cl)Cl (thionyl chloride), CO (methanol). The product is COC=1C(=CC(=C(C(=O)OC)C1)C)[N+](=O)[O-] (methyl 5-methoxy-2-methyl-4-nitrobenzoate). The yield is 82.0%. RXN SMILES: [CH3:1][O:2][C:3]1[C:4]([N+:13]([O-:15])=[O:14])=[CH:5][C:6]([CH3:12])=[C:7]([CH:11]=1)[C:8]([OH:10])=[O:9].S(Cl)(Cl)=O.[CH3:20]O>>[CH3:1][O:2][C:3]1[C:4]([N+:13]([O-:15])=[O:14])=[CH:5][C:6]([CH3:12])=[C:7]([CH:11]=1)[C:8]([O:10][CH3:20])=[O:9]. Procedure: To 5-methoxy-2-methyl-4-nitrobenzoic acid (1.27 g, 6 mmol) in methanol (15 mL) was added thionyl chloride (0.44 mL, 6 mmol) dropwise. The mixture was heated to reflux for 3 h and then allowed to cool. The solvent was removed in vacuo and the residue was partitioned between DCM (20 mL) and saturated aqueous NaHCO3 (20 mL). The organic phase was passed through a hydrophobic frit and the solvent was removed in vacuo. Purification of the residue via silica gel column chromatography (0-100% EtOAc in ... Starting materials: NC1=CC(=C(C(=O)O)C=C1)F (4-amino-2-fluoro-benzoic acid), C(C)(=O)OC(C)=O (acetic anhydride). Solvent: C(C)(=O)O (acetic acid), O (water). Run at temperature 60 celsius, time 8 hour. The product is C(C)(=O)NC1=CC(=C(C(=O)O)C=C1)F (4-Acetylamino-2-fluoro-benzoic acid). As a reaction SMILES: [NH2:1][C:2]1[CH:10]=[CH:9][C:5]([C:6]([OH:8])=[O:7])=[C:4]([F:11])[CH:3]=1.[C:12](OC(=O)C)(=[O:14])[CH3:13]>C(O)(=O)C.O>[C:12]([NH:1][C:2]1[CH:10]=[CH:9][C:5]([C:6]([OH:8])=[O:7])=[C:4]([F:11])[CH:3]=1)(=[O:14])[CH3:13]. Procedure details: A mixture of 4-amino-2-fluoro-benzoic acid (5.61 g, 36.2 mmol) and acetic anhydride (5.13 mL, 54.3 mmol) in 60 mL acetic acid was stirred at 60° C. overnight. The mixture was taken up in 250 mL water and stirred for 30 min. The precipitate was filtered and washed with water. The filtrate was washed with ethyl acetate. The organic phase was neutralized with sat. K2CO3 (aq) and concentrated i.vac. A small volume was left, the precipitate was filtered and combined with the first isolated precipitat... The reactants are FC(COC(C(C)(C1=CC=C(C=C1)CC(C)C)N(C)C)=O)(F)F (2-dimethylamino-2-(p-isobutylphenyl)propionic acid-2,2,2-trifluoroethyl ester). Reagents/catalysts: [C].[Pd] (palladium-carbon). Solvent: CO (methanol). Conditions: time 5 hour. The product is FC(COC(C(C)C1=CC=C(C=C1)CC(C)C)=O)(F)F (2-(p-isobutylphenyl)propionic acid-2,2,2-trifluoroethyl ester). Isolated yield 79.0%. Reaction SMILES: [F:1][C:2]([F:23])([F:22])[CH2:3][O:4][C:5](=[O:21])[C:6](N(C)C)([C:8]1[CH:13]=[CH:12][C:11]([CH2:14][CH:15]([CH3:17])[CH3:16])=[CH:10][CH:9]=1)[CH3:7]>CO.[C].[Pd]>[F:1][C:2]([F:22])([F:23])[CH2:3][O:4][C:5](=[O:21])[CH:6]([C:8]1[CH:13]=[CH:12][C:11]([CH2:14][CH:15]([CH3:16])[CH3:17])=[CH:10][CH:9]=1)[CH3:7] |f:2.3|. Procedure: To a mixture of 0.80 g of 2-dimethylamino-2-(p-isobutylphenyl)propionic acid-2,2,2-trifluoroethyl ester in 20 ml of methanol was added 0.22 g of palladium-carbon(10%). Hydrogenation was carried out at 50°-60° C. for 5 hours. After the reaction was complete, the catalyst was removed by filtration and the filtrate produced was freed of solvent by distillation to give an oily product. This product was distilled in vacuo to give 0.55 g of 2-(p-isobutylphenyl)propionic acid-2,2,2-trifluoroethyl ester... The reactants are ClC1=C(C=CC=C1Cl)N1CCN(CCC1)CCCCOC1=CC=C2C=CC(NC2=C1)=O (7-(4-(4-(2,3-dichlorophenyl)-1,4-diazepan-1-yl)butoxy)quinolin-2(1H)-one), [Na+].[I-] (NaI), O1C2=C(OCC1)C(=CC=C2)N2CCNCC2 (1-(2,3-dihydrobenzo[b][1,4]dioxin-5-yl)piperazine), C(=O)([O-])[O-].[K+].[K+] (K2CO3). Solvent: CC#N (CH3CN). Conditions: time 4 hour. Yields the product O1C2=C(OCC1)C(=CC=C2)N2CCN(CC2)CCCCOC2=CC=C1CCC(NC1=C2)=O (7-(4-(4-(2,3-dihydrobenzo[b][1,4]dioxin-5-yl)piperazin-1-yl)butoxy)-3,4-dihydroquinolin-2(1H)-one). The yield is 84.0%. As a reaction SMILES: ClC1C(Cl)=CC=CC=1N1CCCN([CH2:16][CH2:17][CH2:18][CH2:19][O:20][C:21]2[CH:30]=[C:29]3[C:24]([CH:25]=[CH:26][C:27](=[O:31])[NH:28]3)=[CH:23][CH:22]=2)CC1.[Na+].[I-].[O:34]1[CH2:39][CH2:38][O:37][C:36]2[C:40]([N:44]3[CH2:49][CH2:48][NH:47][CH2:46][CH2:45]3)=[CH:41][CH:42]=[CH:43][C:35]1=2.C([O-])([O-])=O.[K+].[K+]>CC#N>[O:34]1[CH2:39][CH2:38][O:37][C:36]2[C:40]([N:44]3[CH2:45][CH2:46][N:47]([CH2:16][CH2:17][CH2:18][CH2:19][O:20][C:21]4[CH:30]=[C:29]5[C:24]([CH2:25][CH2:26][C:27](=[O:31])[NH:28]5)=[CH:23][CH:22]=4)[CH2:48][CH2:49]3)=[CH:41][CH:42]=[CH:43][C:35]1=2 |f:1.2,4.5.6|. Procedure details: A mixture of intermediate 4 (100 mg, 0.34 mmol) and NaI (102 mg, 0.68 mmol) in CH3CN was heated to reflux for 30 min and then cooled to rt. Intermediate 61 (112 mg, 0.51 mmol) and anhydrous K2CO3 (188 mg, 1.36 mmol) were added to the mixture. The resulting mixture was heated to reflux and stirred for 4 h. Precipitated crystals were filtered off and the filtrate was evaporated under reduced pressure. The residue was extracted with EtOAc. The combined EtOAc layers were washed with brine, dried ove... Starting materials: CCOC(=O)c1cc(C#N)ccn1, NCC(N)(c1ccc(F)cc1)c1ccc(F)cc1. Yields the product N#Cc1ccnc(C2=NC(c3ccc(F)cc3)(c3ccc(F)cc3)CN2)c1. Reaction SMILES: [C:19](#[N:20])[c:21]1[cH:22][c:23]([C:27]([O:28][CH2:29][CH3:30])=[O:31])[n:24][cH:25][cH:26]1.[F:1][c:2]1[cH:3][cH:4][c:5]([C:8]([CH2:9][NH2:10])([NH2:11])[c:12]2[cH:13][cH:14][c:15]([F:18])[cH:16][cH:17]2)[cH:6][cH:7]1>>[F:1][c:2]1[cH:3][cH:4][c:5]([C:8]2([c:12]3[cH:13][cH:14][c:15]([F:18])[cH:16][cH:17]3)[CH2:9][NH:10][C:27]([c:23]3[cH:22][c:21]([C:19]#[N:20])[cH:26][cH:25][n:24]3)=[N:11]2)[cH:6][cH:7]1.